This data is from the Open Reaction Database (ORD), a public repository of structured organic reaction records. The task is: describe an organic reaction: reactants, conditions, products, and yield Reactants: BrN1C(CCC1=O)=O (N-bromosuccinimide), C(C1=CC=CC=C1)(=O)OOC(C1=CC=CC=C1)=O (benzoyl peroxide), C(C)(=O)OCC=1OC(OC1C)=O (4-Acetoxymethyl-5-methyl-2-oxo-1,3-dioxolene). Solvent: C(Cl)(Cl)(Cl)Cl (carbon tetrachloride). Reaction conditions: temperature 80 celsius, time 1 hour. The product is C(C)(=O)OCC=1OC(OC1CBr)=O (4-Acetoxymethyl-5-bromomethyl-2-oxo-1,3-dioxolene). Isolated yield 95.0%. As a reaction SMILES: [C:1]([O:4][CH2:5][C:6]1[O:7][C:8](=[O:12])[O:9][C:10]=1[CH3:11])(=[O:3])[CH3:2].[Br:13]N1C(=O)CCC1=O.C(OOC(=O)C1C=CC=CC=1)(=O)C1C=CC=CC=1>C(Cl)(Cl)(Cl)Cl>[C:1]([O:4][CH2:5][C:6]1[O:7][C:8](=[O:12])[O:9][C:10]=1[CH2:11][Br:13])(=[O:3])[CH3:2]. Procedure: 4-Acetoxymethyl-5-methyl-2-oxo-1,3-dioxolene (159 mg, 0.92 mmol) was dissolved in carbon tetrachloride (5.0 mL). Thereto were added N-bromosuccinimide (164 mg, 0.92 mmol) and benzoyl peroxide (11 mg, 0.046 mmol). This mixture was stirred at 80° C. for 1 hours. Through the ordinary post-treatment, crude Compound S-31 (220 mg, yield 95%) was obtained. Reactants: C(=O)(O)[O-].[Na+] (NaHCO3), C1=CC(=CC(=C1)Cl)C(=O)OO (m-CPBA), C(CC)(=O)C=1C=NC2=C(C=CC=C2C1NC1=C(C=CC=C1)C)OCCSC (3-Propanoyl-4-(2-methylphenylamino)-8-(2-methylthioethyloxy)quinoline). The solvent is O (H2O), C(Cl)Cl (methylene chloride), C(Cl)Cl (methylene chloride). Run at temperature 4 celsius, time 1 hour. Product: C(CC)(=O)C=1C=NC2=C(C=CC=C2C1NC1=C(C=CC=C1)C)OCCS(=O)C (3-propanoyl-4-(2-methylphenylamino)-8-(2-methylsulfinylethoxy)quinoline). The yield is 48.5%. RXN SMILES: [C:1]([C:5]1[CH:6]=[N:7][C:8]2[C:13]([C:14]=1[NH:15][C:16]1[CH:21]=[CH:20][CH:19]=[CH:18][C:17]=1[CH3:22])=[CH:12][CH:11]=[CH:10][C:9]=2[O:23][CH2:24][CH2:25][S:26][CH3:27])(=[O:4])[CH2:2][CH3:3].C([O-])(O)=[O:29].[Na+].C1C=C(Cl)C=C(C(OO)=O)C=1>C(Cl)Cl.O>[C:1]([C:5]1[CH:6]=[N:7][C:8]2[C:13]([C:14]=1[NH:15][C:16]1[CH:21]=[CH:20][CH:19]=[CH:18][C:17]=1[CH3:22])=[CH:12][CH:11]=[CH:10][C:9]=2[O:23][CH2:24][CH2:25][S:26]([CH3:27])=[O:29])(=[O:4])[CH2:2][CH3:3] |f:1.2|. Procedure: 3-Propanoyl-4-(2-methylphenylamino)-8-(2-methylthioethyloxy)quinoline (0.10 g, 0.26 mmol) was dissolved in methylene chloride (5 ml). NaHCO3 (45 mg) in H2O (5 ml) was added. The mixture was cooled to 4° C. A solution of 71% m-CPBA (0.062 g, 0.25 mmol) in methylene chloride (5 ml) was added dropwise. After stirring for 1 h at 2°-4° C., the organic layer was washed with a saturated sodium bicarbonate solution. The organic layer was dried over sodium sulfate and evaporated. Chromatography (SiO2 ; C... The reactants are CN1CCNCC1 (N-methylpiperazine), [OH-].[NH4+] (ammonium hydroxide), C=1SC=C2NC3=C(C(NC21)=O)C=CC=C3 (4H-thieno[3,4-b][1,4]benzodiazepin-9(10H)-one), C1(=CC=CC=C1)OC (anisole), CN1CCNCC1 (N-methylpiperazine). Reagents/catalysts: [Ti](Cl)(Cl)(Cl)Cl (titanium tetrachloride). The solvent is C1(=CC=CC=C1)C (toluene), C1(=CC=CC=C1)C (toluene), CC(C)O (2-propanol). Yields the product CN1CCN(CC1)C1=NC=2C(NC3=C1C=CC=C3)=CSC2 (9-(4-methyl-1-piperazinyl)-4H-thieno[3,4-b][1,4 ]benzodiazepine). RXN SMILES: [CH3:1][N:2]1[CH2:7][CH2:6][NH:5][CH2:4][CH2:3]1.C1(OC)C=CC=CC=1.[CH:16]1[S:17][CH:18]=[C:19]2[C:25]=1[NH:24][C:23](=O)[C:22]1[CH:27]=[CH:28][CH:29]=[CH:30][C:21]=1[NH:20]2.[OH-].[NH4+]>[Ti](Cl)(Cl)(Cl)Cl.CC(O)C.C1(C)C=CC=CC=1>[CH3:1][N:2]1[CH2:7][CH2:6][N:5]([C:23]2[C:22]3[CH:27]=[CH:28][CH:29]=[CH:30][C:21]=3[NH:20][C:19]3=[CH:18][S:17][CH:16]=[C:25]3[N:24]=2)[CH2:4][CH2:3]1 |f:3.4|. Reported procedure: To a mixture of 15.0 g. of N-methylpiperazine, 6.3 g. of titanium tetrachloride and 7 ml. of anisole in 67 ml. of toluene is added a mixture of 7.6 g. of N-methylpiperazine and 7.1 g. of 4H-thieno[3,4-b][1,4]benzodiazepin-9(10H)-one in 7 ml. of toluene. This mixture is stirred and refluxed for 2 hours, cooled and 11 ml. of 2-propanol, 5 g. of diatomaceous earth and 10.2 ml. of ammonium hydroxide are added. The mixture is filtered and the solid washed with toluene. The toluene filtrate and washin... Reactants: O=C=NC(=O)c1ccccc1, Cc1ccccc1, O=C1Nc2ccccc2C1C(=O)c1ccco1. Yields the product O=C(NC(=O)N1C(=O)C(C(=O)c2ccco2)c2ccccc21)c1ccccc1. As a reaction SMILES: [C:18]([c:19]1[cH:20][cH:21][cH:22][cH:23][cH:24]1)(=[O:25])[N:26]=[C:27]=[O:28].[CH3:29][c:30]1[cH:31][cH:32][cH:33][cH:34][cH:35]1.[o:1]1[c:2]([C:6](=[O:7])[CH:8]2[C:9](=[O:17])[NH:10][c:11]3[cH:12][cH:13][cH:14][cH:15][c:16]32)[cH:3][cH:4][cH:5]1>>[o:1]1[c:2]([C:6](=[O:7])[CH:8]2[C:9](=[O:17])[N:10]([C:27]([NH:26][C:18]([c:19]3[cH:20][cH:21][cH:22][cH:23][cH:24]3)=[O:25])=[O:28])[c:11]3[cH:12][cH:13][cH:14][cH:15][c:16]32)[cH:3][cH:4][cH:5]1. The reactants are C(CCC)NC(=O)[C@H]1OC2=CC=C(C=C2[C@@]2(NC(N(C2=O)CCCCl)=O)C1)F ((2S,4S)-N-Butyl-1'-(3-chloropropyl)-6-fluoro-2',5'-dioxospiro[chroman-4,4'-imidazolidine]-2-carboxamide), OC1CCNCC1 (4-hydroxypiperidine), C(=O)([O-])[O-].[K+].[K+] (K2CO3), CN(C=O)C (N,N-dimethylformamide). Yields the product C(CCC)NC(=O)[C@H]1OC2=CC=C(C=C2[C@@]2(NC(N(C2=O)CCCN2CCC(CC2)O)=O)C1)F ((2S,4S)-N-Butyl-1'-[3-(4-hydroxypiperidin-1-yl)propyl]-6-fluoro-2',5'-dioxospiro[chroman-4,4'-imidazolidine]-2-carboxamide). Reported procedure: A mixture of (2S,4S)-N-butyl-1'-(3-chloropropyl)-6-fluoro-2',5'-dioxospiro[chroman-4,4'-imidazolidine]-2-carboxamide (Reference Example 4, 17.0 g, 41.4 mmol), 4-hydroxypiperidine (8.36 g, 82.8 mmol), K2CO3 (7.43 g, 53.8 mmol) and N,N-dimethylformamide (68.0 ml, 880 mmol) was stirred for 5 hours at 80° C. After distilling off the solvent, the residue was chromatographed on silica gel, eluted with CH2Cl2 /MeOH (9/1), and evaporated in vacuo to dryness to give amorphous crystals of the desired comp... Reaction SMILES: [CH2:1]([NH:5][C:6]([C@@H:8]1[CH2:27][C@@:16]2([C:20](=[O:21])[N:19]([CH2:22][CH2:23][CH2:24]Cl)[C:18](=[O:26])[NH:17]2)[C:15]2[C:10](=[CH:11][CH:12]=[C:13]([F:28])[CH:14]=2)[O:9]1)=[O:7])[CH2:2][CH2:3][CH3:4].[OH:29][CH:30]1[CH2:35][CH2:34][NH:33][CH2:32][CH2:31]1.C([O-])([O-])=O.[K+].[K+].CN(C)C=O>>[CH2:1]([NH:5][C:6]([C@@H:8]1[CH2:27][C@@:16]2([C:20](=[O:21])[N:19]([CH2:22][CH2:23][CH2:24][N:33]3[CH2:34][CH2:35][CH:30]([OH:29])[CH2:31][CH2:32]3)[C:18](=[O:26])[NH:17]2)[C:15]2[C:10](=[CH:11][CH:12]=[C:13]([F:28])[CH:14]=2)[O:9]1)=[O:7])[CH2:2][CH2:3][CH3:4] |f:2.3.4|. Reaction conditions: temperature 80 celsius, time 5 hour. Yield: 95.3%. Reactants: COC(C(C(C)=O)(C)C)=O (2,2-Dimethyl-3-oxo-butyric acid methyl ester), Dichloro[(S)-(−)-2,2′-bis(diphenylphosphino)-1,1′-binaphthyl]ruthenium (II). The solvent is CO (methanol). Reaction conditions: temperature 30 celsius, time 40 hour. Product: COC(C([C@H](C)O)(C)C)=O ((S)-3-Hydroxy-2,2-dimethyl-butyric acid methyl ester). Yield: 93.5%. RXN SMILES: [CH3:1][O:2][C:3](=[O:10])[C:4]([CH3:9])([CH3:8])[C:5](=[O:7])[CH3:6]>CO>[CH3:1][O:2][C:3](=[O:10])[C:4]([CH3:9])([CH3:8])[C@@H:5]([OH:7])[CH3:6]. Procedure details: The reaction is carried out in a 100-mL autoclave. 2,2-Dimethyl-3-oxo-butyric acid methyl ester (4.0 g, 27.8 mmol) is dissolved in 35 mL of degassed methanol under Argon atomosphere. Dichloro[(S)-(−)-2,2′-bis(diphenylphosphino)-1,1′-binaphthyl]ruthenium (II) (230.0 mg, 0.28 mmol) is added and the reaction mixture is purged with nitrogen twice and once with hydrogen. The autoclave is pressurized with hydrogen to 500 psi and stirred at 30° C. for 40 h. After this time, the reaction mixture is filt...